From a dataset of the Open Reaction Database (ORD), a public repository of structured organic reaction records. describe an organic reaction: reactants, conditions, products, and yield Starting materials: ClC=1C=C(C=C(C1C[C@H]1C(N(CC1)N1CCC(CC1)O[Si](C(C)C)(C(C)C)C(C)C)=O)Cl)OS(=O)(=O)C(F)(F)F ((R)-trifluoro-methanesulfonic acid 3,5-dichloro-4-[2-oxo-1-(4-triisopropylsilanyloxy-piperidin-1-yl)-pyrrolidin-3-ylmethyl]-phenyl ester), FC=1C=C(C=CC1C#N)B(O)O (3-fluoro-4-cyanophenylboronic acid), C([O-])([O-])=O.[Na+].[Na+] (sodium carbonate). The reagents and catalysts are C=1C=CC(=CC1)[P](C=2C=CC=CC2)(C=3C=CC=CC3)[Pd]([P](C=4C=CC=CC4)(C=5C=CC=CC5)C=6C=CC=CC6)([P](C=7C=CC=CC7)(C=8C=CC=CC8)C=9C=CC=CC9)[P](C=1C=CC=CC1)(C=1C=CC=CC1)C=1C=CC=CC1 (Pd(PPh3)4). Run in C1CCOC1 (THF), O (water), C(C)(=O)OCC (ethyl acetate). Yields the product ClC=1C=C(C=C(C1C[C@H]1C(N(CC1)N1CCC(CC1)O[Si](C(C)C)(C(C)C)C(C)C)=O)Cl)C1=CC(=C(C=C1)C#N)F ((R)-3′,5′-Dichloro-3-fluoro-4′-[2-oxo-1-(4-triisopropylsilanyloxy-piperidin-1-yl)-pyrrolidin-3-ylmethyl]-biphenyl-4-carbonitrile). The yield is 87.2%. Reaction SMILES: [Cl:1][C:2]1[CH:3]=[C:4](OS(C(F)(F)F)(=O)=O)[CH:5]=[C:6]([Cl:32])[C:7]=1[CH2:8][C@@H:9]1[CH2:13][CH2:12][N:11]([N:14]2[CH2:19][CH2:18][CH:17]([O:20][Si:21]([CH:28]([CH3:30])[CH3:29])([CH:25]([CH3:27])[CH3:26])[CH:22]([CH3:24])[CH3:23])[CH2:16][CH2:15]2)[C:10]1=[O:31].[F:41][C:42]1[CH:43]=[C:44](B(O)O)[CH:45]=[CH:46][C:47]=1[C:48]#[N:49].C(=O)([O-])[O-].[Na+].[Na+]>C1COCC1.O.C(OCC)(=O)C.C1C=CC([P]([Pd]([P](C2C=CC=CC=2)(C2C=CC=CC=2)C2C=CC=CC=2)([P](C2C=CC=CC=2)(C2C=CC=CC=2)C2C=CC=CC=2)[P](C2C=CC=CC=2)(C2C=CC=CC=2)C2C=CC=CC=2)(C2C=CC=CC=2)C2C=CC=CC=2)=CC=1>[Cl:1][C:2]1[CH:3]=[C:4]([C:44]2[CH:45]=[CH:46][C:47]([C:48]#[N:49])=[C:42]([F:41])[CH:43]=2)[CH:5]=[C:6]([Cl:32])[C:7]=1[CH2:8][C@@H:9]1[CH2:13][CH2:12][N:11]([N:14]2[CH2:15][CH2:16][CH:17]([O:20][Si:21]([CH:25]([CH3:26])[CH3:27])([CH:22]([CH3:23])[CH3:24])[CH:28]([CH3:30])[CH3:29])[CH2:18][CH2:19]2)[C:10]1=[O:31] |f:2.3.4,^1:74,76,95,114|. Procedure details: Purge with nitrogen for 10 minutes a mixture of (R)-trifluoro-methanesulfonic acid 3,5-dichloro-4-[2-oxo-1-(4-triisopropylsilanyloxy-piperidin-1-yl)-pyrrolidin-3-ylmethyl]-phenyl ester (0.18 g, 0.28 mmol), 3-fluoro-4-cyanophenylboronic acid (0.055 g, 0.33 mmol), sodium carbonate (0.089 g, 0.84 mmol) in THF (10 mL) and water (3 mL). Add Pd(PPh3)4 (0.016 g, 0.01 mmol) to the mixture. Stir the reaction at 80° C. for 1 hour. Cool the reaction, dilute with ethyl acetate, and wash with water and brine... Yields the product OC1Cc2cc(Br)ccc2Sc2ccccc21. Reaction SMILES: [BH4-:18].[Br:1][c:2]1[cH:3][c:4]2[c:5]([cH:16][cH:17]1)[S:6][c:7]1[c:8]([cH:12][cH:13][cH:14][cH:15]1)[C:9](=[O:11])[CH2:10]2.[CH3:21][CH2:22][OH:23].[Na+:19].[OH2:20]>>[Br:1][c:2]1[cH:3][c:4]2[c:5]([cH:16][cH:17]1)[S:6][c:7]1[c:8]([cH:12][cH:13][cH:14][cH:15]1)[CH:9]([OH:11])[CH2:10]2. Reactants: [BH4-], O=C1Cc2cc(Br)ccc2Sc2ccccc21, CCO, [Na+], O. The reactants are C(C=CC)N1C(NC(C(=C1OC1=CC(=CC(=C1)C)C)CC)=O)=O (1-(2-butenyl)-5-ethyl-6-(3,5-dimethylphenoxy)-2,4-pyrimidinedione), C(C#C)N1C(NC(C(=C1OC1=CC(=CC(=C1)C)C)CC)=O)=O (1-propargyl-5-ethyl-6-(3,5-dimethylphenoxy)-2,4-pyrimidinedione), OCC=CCN1C(NC(C(=C1OC1=CC(=CC(=C1)C)C)CC)=O)=O (1-(4-hydroxy-2-butenyl)-5-ethyl-6-(3,5-dimethylphenoxy)-2,4-pyrimidinedione), COC(=O)C=CCN1C(NC(C(=C1OC1=CC(=CC(=C1)C)C)CC)=O)=O (1-(methoxycarbonylallyl)-5-ethyl-6-(3,5-dimethylphenoxy)-2,4-pyrimidinedione), C(C=CCC)N1C(NC(C(=C1OC1=CC(=CC(=C1)C)C)CC)=O)=O (1-(2-pentenyl)-5-ethyl-6-(3,5-dimethylphenoxy)-2,4-pyrimidinedione), C(\C=C\C1=CC=CC=C1)N1C(NC(C(=C1OC1=CC(=CC(=C1)C)C)CC)=O)=O (1-(trans-cinnamyl)-5-ethyl-6-(3,5-dimethylphenoxy)-2,4-pyrimidinedione), C(\C=C/C1=CC=CC=C1)N1C(NC(C(=C1OC1=CC(=CC(=C1)C)C)CC)=O)=O (1-(cis--cinnamyl)-5-ethyl-6-(3,5-dimethylphenoxy)-2,4-pyrimidinedione), C1(=CC=CC=C1)C#CCN1C(NC(C(=C1OC1=CC(=CC(=C1)C)C)CC)=O)=O (1-(3-phenyl-2-propynyl)-5-ethyl-6-(3,5-dimethylphenoxy)-2,4-pyrimidinedione). The product is C(C=C)N1C(NC(C(=C1OC1=CC(=CC(=C1)C)C)CC)=O)=O (1-allyl-5-ethyl-6-(3,5-dimethylphenoxy)-2,4-pyrimidinedione). RXN SMILES: [CH2:1]([N:5]1[C:10]([O:11][C:12]2[CH:17]=[C:16]([CH3:18])[CH:15]=[C:14]([CH3:19])[CH:13]=2)=[C:9]([CH2:20][CH3:21])[C:8](=[O:22])[NH:7][C:6]1=[O:23])[CH:2]=[CH:3]C.C(N1C(OC2C=C(C)C=C(C)C=2)=C(CC)C(=O)NC1=O)/C=C/C1C=CC=CC=1.C(N1C(OC2C=C(C)C=C(C)C=2)=C(CC)C(=O)NC1=O)/C=C\C1C=CC=CC=1.OCC=CCN1C(OC2C=C(C)C=C(C)C=2)=C(CC)C(=O)NC1=O.C(N1C(OC2C=C(C)C=C(C)C=2)=C(CC)C(=O)NC1=O)C#C.C1(C#CCN2C(OC3C=C(C)C=C(C)C=3)=C(CC)C(=O)NC2=O)C=CC=CC=1.C(N1C(OC2C=C(C)C=C(C)C=2)=C(CC)C(=O)NC1=O)C=CCC.COC(C=CCN1C(OC2C=C(C)C=C(C)C=2)=C(CC)C(=O)NC1=O)=O>>[CH2:1]([N:5]1[C:10]([O:11][C:12]2[CH:13]=[C:14]([CH3:19])[CH:15]=[C:16]([CH3:18])[CH:17]=2)=[C:9]([CH2:20][CH3:21])[C:8](=[O:22])[NH:7][C:6]1=[O:23])[CH:2]=[CH2:3]. Reported procedure: 1-(2-butenyl)-5-ethyl-6-(3,5-dimethylphenoxy)-2,4-pyrimidinedione; 1-(trans-cinnamyl)-5-ethyl-6-(3,5-dimethylphenoxy)-2,4-pyrimidinedione; 1-(cis--cinnamyl)-5-ethyl-6-(3,5-dimethylphenoxy)-2,4-pyrimidinedione; 1-(4-hydroxy-2-butenyl)-5-ethyl-6-(3,5-dimethylphenoxy)-2,4-pyrimidinedione; 1-propargyl-5-ethyl-6-(3,5-dimethylphenoxy)-2,4-pyrimidinedione; 1-(3-phenyl-2-propynyl)-5-ethyl-6-(3,5-dimethylphenoxy)-2,4-pyrimidinedione; 1-(2-pentenyl)-5-ethyl-6-(3,5-dimethylphenoxy)-2,4-pyrimidinedione; 1-(... The reactants are C1(=CC=CC=C1)S(=O)(=O)Cl (Benzenesulfonyl chloride), N1=CC=CC=C1 (pyridine), NC=1C=C(C2=C(C=CO2)C1)NC1=CC=NC=C1 ((5-amino-1-benzofuran-7-yl)pyridin-4-yl-amine), NC=1C=C(C2=C(C=CO2)C1)NC1=CC=NC=C1 ((5-amino-1-benzofuran-7-yl)pyridin-4-yl-amine). Run in C(Cl)Cl (DCM). Reaction conditions: temperature 40 celsius, time 1 hour. The product is Cl.N1=CC=C(C=C1)NC1=CC(=CC=2C=COC21)NS(=O)(=O)C2=CC=CC=C2 (N-[7-(Pyridin-4-ylamino)-1-benzofuran-5-yl]benzenesulfonamide hydrochloride). Isolated yield 49.0%. As a reaction SMILES: [C:1]1([S:7]([Cl:10])(=[O:9])=[O:8])[CH:6]=[CH:5][CH:4]=[CH:3][CH:2]=1.N1C=CC=CC=1.[NH2:17][C:18]1[CH:19]=[C:20]([NH:27][C:28]2[CH:33]=[CH:32][N:31]=[CH:30][CH:29]=2)[C:21]2[O:25][CH:24]=[CH:23][C:22]=2[CH:26]=1>C(Cl)Cl>[ClH:10].[N:31]1[CH:32]=[CH:33][C:28]([NH:27][C:20]2[C:21]3[O:25][CH:24]=[CH:23][C:22]=3[CH:26]=[C:18]([NH:17][S:7]([C:1]3[CH:6]=[CH:5][CH:4]=[CH:3][CH:2]=3)(=[O:9])=[O:8])[CH:19]=2)=[CH:29][CH:30]=1 |f:4.5|. Procedure details: Benzenesulfonyl chloride (65 μL, 0.48 mmol) and pyridine (289 μL, 3.58 mmol) were added to (5-amino-1-benzofuran-7-yl)pyridin-4-yl-amine (90 mg, 0.40 mmol; Intermediate 33) in DCM (2 mL). The mixture was heated at 40° C. for 10 min, shaken at room temperature for 1 h, and solvent was removed in vacuo. The residue was purified by preparative HPLC using acetonitrile-water gradients containing 0.1% trifluoroacetic acid. The obtained TFA salt was converted into the hydrochloride salt by treatment wi...